Dataset: the Open Reaction Database (ORD), a public repository of structured organic reaction records. Task: describe an organic reaction: reactants, conditions, products, and yield Starting materials: [N+](=O)([O-])C1=C(N)C=C(C=C1)Cl (2-nitro-5-chloroaniline), C(C=C)S (allyl mercaptan), Na methoxide. The solvent is C(C)O (ethanol). Yields the product [N+](=O)([O-])C1=C(N)C=C(C=C1)SCC=C (2-nitro-5-(2-propenylthio)aniline). Reaction SMILES: [N+:1]([C:4]1[CH:10]=[CH:9][C:8](Cl)=[CH:7][C:5]=1[NH2:6])([O-:3])=[O:2].[CH2:12]([SH:15])[CH:13]=[CH2:14]>C(O)C>[N+:1]([C:4]1[CH:10]=[CH:9][C:8]([S:15][CH2:12][CH:13]=[CH2:14])=[CH:7][C:5]=1[NH2:6])([O-:3])=[O:2]. Reported procedure: To a solution of 7 g of 2-nitro-5-chloroaniline in 200 ml of absolute ethanol there is added 4.2 of allyl mercaptan and 2.5 g of Na-methoxide. Then the mixture is refluxed for three hours, the solvent is evaporated and the residue is chromatographed on neutral alumina (Activity IV). Elution with ether-petroleum ether yields 4.6 g of 2-nitro-5-(2-propenylthio)aniline. Reactants: C1(CC1)S(=O)(=O)C1=CC(=C(C=C1)F)F (4-cyclopropanesulfonyl-1,2-difluoro-benzene), N1CCNCC1 (piperazine). Solvent: CN(C(C)=O)C (N,N-dimethylacetamide). Conditions: temperature 80 celsius. Yields the product C1(CC1)S(=O)(=O)C1=CC(=C(C=C1)N1CCNCC1)F (1-(4-Cyclopropanesulfonyl-2-fluoro-phenyl)-piperazine). Reaction SMILES: [CH:1]1([S:4]([C:7]2[CH:12]=[CH:11][C:10](F)=[C:9]([F:14])[CH:8]=2)(=[O:6])=[O:5])[CH2:3][CH2:2]1.[NH:15]1[CH2:20][CH2:19][NH:18][CH2:17][CH2:16]1>CN(C)C(=O)C>[CH:1]1([S:4]([C:7]2[CH:12]=[CH:11][C:10]([N:15]3[CH2:20][CH2:19][NH:18][CH2:17][CH2:16]3)=[C:9]([F:14])[CH:8]=2)(=[O:6])=[O:5])[CH2:3][CH2:2]1. Procedure: To 0.2 mmol 4-cyclopropanesulfonyl-1,2-difluoro-benzene in 5 ml N,N-dimethylacetamide was added 0.5 mmol piperazine and the mixture was heated at 80° C. for 90 min. The mixture was then concentrated in vacuo to afford the title compound. MS (m/e): 285.0 (M+H+, 100%) Reactants: CCOC(=O)C=C(C)c1ccc(NC(C)=O)c2c1CCC2, CCO. Product: CCOC(=O)CC(C)c1ccc(NC(C)=O)c2c1CCC2. As a reaction SMILES: [C:1]([CH3:2])(=[O:3])[NH:4][c:5]1[cH:6][cH:7][c:8]([C:14](=[CH:15][C:16](=[O:17])[O:18][CH2:19][CH3:20])[CH3:21])[c:9]2[c:13]1[CH2:12][CH2:11][CH2:10]2.[CH3:22][CH2:23][OH:24]>>[C:1]([CH3:2])(=[O:3])[NH:4][c:5]1[cH:6][cH:7][c:8]([CH:14]([CH2:15][C:16](=[O:17])[O:18][CH2:19][CH3:20])[CH3:21])[c:9]2[c:13]1[CH2:12][CH2:11][CH2:10]2. Reactants: BrC=1C(=C(C=CC1F)[N+](=O)[O-])F (3-bromo-2,4-difluoronitrobenzene), Cl (HCl), stannous chloride dihydrate, ice water, [OH-].[Na+] (sodium hydroxide). The solvent is C(C)OCC (diethyl ether). Run at temperature 60 celsius. Yields the product NC=1C(=C(C(=CC1)F)Br)F (3-Amino-2,6-difluorobromobenzene). Yield: 90.5%. RXN SMILES: [Br:1][C:2]1[C:3]([F:12])=[C:4]([N+:9]([O-])=O)[CH:5]=[CH:6][C:7]=1[F:8].Cl.[OH-].[Na+]>C(OCC)C>[NH2:9][C:4]1[C:3]([F:12])=[C:2]([Br:1])[C:7]([F:8])=[CH:6][CH:5]=1 |f:2.3|. Procedure: A mixture of 31.2 g of 3-bromo-2,4-difluoronitrobenzene, 150 ml concentrated HCl and 150 g stannous chloride dihydrate was placed in a preheated oil bath at 60° C. A small quantity of diethyl ether was then added to bring about solution. After heating at 60° C. for 30 minutes, the mixture was cooled and then poured into 1500 ml ice/water. The solution was then basified to pH 13 using 30% aqueous sodium hydroxide while maintaining the temperature below 25° C. by external cooling. The mixture was ... Starting materials: [Al+3], O=C1CCCC(=O)O1, [Cl-], [Cl-], [Cl-], Cl, Fc1ccccc1. Yields the product O=C(O)CCCC(=O)c1ccc(F)cc1. Reaction SMILES: [Al+3:2].[C:12]1(=[O:19])[CH2:13][CH2:14][CH2:15][C:16](=[O:17])[O:18]1.[Cl-:1].[Cl-:3].[Cl-:4].[ClH:20].[F:5][c:6]1[cH:7][cH:8][cH:9][cH:10][cH:11]1>>[F:5][c:6]1[cH:7][cH:8][c:9]([C:12]([CH2:13][CH2:14][CH2:15][C:16](=[O:17])[OH:18])=[O:19])[cH:10][cH:11]1.